From a dataset of the Open Reaction Database (ORD), a public repository of structured organic reaction records. describe an organic reaction: reactants, conditions, products, and yield Starting materials: COC1([C@H](COCC1)O)OC ((S)-4,4-dimethoxytetrahydro-2H-pyran-3-ol), O (H2O), CC(C)(C)[O-].[K+] (KOtBu), S(=O)(=O)(OC)OC (dimethyl sulfate). The solvent is C(Cl)Cl (CH2Cl2), C1CCOC1 (THF), ice acetone. Reaction conditions: time 45 minute. Product: CO[C@H]1COCCC1(OC)OC ((S)-3,4,4-trimethoxytetrahydro-2H-pyran). Yield: 96.0%. RXN SMILES: [CH3:1][O:2][C:3]1([O:10][CH3:11])[CH2:8][CH2:7][O:6][CH2:5][C@@H:4]1[OH:9].[CH3:12]C([O-])(C)C.[K+].S(OC)(OC)(=O)=O.O>C1COCC1.C(Cl)Cl>[CH3:12][O:9][C@@H:4]1[C:3]([O:10][CH3:11])([O:2][CH3:1])[CH2:8][CH2:7][O:6][CH2:5]1 |f:1.2|. Reported procedure: A 3-L 4-neck round bottom flask equipped with a overhead air stirrer, addition funnel with nitrogen inlet adapter, condenser, and thermocouple was charged with (S)-4,4-dimethoxytetrahydro-2H-pyran-3-ol (as prepared in the previous step, 80 g, 0.49 mol) in THF (1.1 L) and stirred in ice/acetone bath until <0° C. KOtBu (56 g, 0.49 mol) was added in one portion, and after stirring 45 min, dimethyl sulfate (47 mL, 0.49 mol) was added via addition funnel over 15 min. The reaction was allowed to stir ... Starting materials: S(=O)(Cl)Cl (thionyl chloride), ClC1=C(CN2C(=NC3=C2C=C(C=C3)CO)C)C=CC=C1 (1-(2-chlorobenzyl)-6-hydroxymethyl-2-methylbenzimidazole). Run at time 20 minute. The product is Cl.ClC1=C(CN2C(=NC3=C2C=C(C=C3)CCl)C)C=CC=C1 (1-(2-chlorobenzyl)-6-chloromethyl-2-methylbenzimidazole hydrochloride). RXN SMILES: S(Cl)([Cl:3])=O.[Cl:5][C:6]1[CH:24]=[CH:23][CH:22]=[CH:21][C:7]=1[CH2:8][N:9]1[C:13]2[CH:14]=[C:15]([CH2:18]O)[CH:16]=[CH:17][C:12]=2[N:11]=[C:10]1[CH3:20]>>[ClH:3].[Cl:5][C:6]1[CH:24]=[CH:23][CH:22]=[CH:21][C:7]=1[CH2:8][N:9]1[C:13]2[CH:14]=[C:15]([CH2:18][Cl:3])[CH:16]=[CH:17][C:12]=2[N:11]=[C:10]1[CH3:20] |f:2.3|. Procedure details: Five milliliters of thionyl chloride were added to 3.56 g of 1-(2-chlorobenzyl)-6-hydroxymethyl-2-methylbenzimidazole, and the mixture was stirred at room temperature for 20 minutes and then at 80° C. for 20 minutes. After excess thionyl chloride was distilled off under reduced pressure, the residue was dissolved in 10 ml of chloroform, and the solution was crystallized from hexane. The crystals were separated through filtration, washed with hexane, and dried to give 4.07 g of 1-(2-chlorobenzyl)... Starting materials: C(C)(C)(C)OC([C@H](CC)N1C(N(C2=C(C1=O)N=CC=C2)CC2=NSC1=C2C(=CC(=C1)C)C)=O)=O ((S)-2-[1-(4,6-dimethyl-benzo[d]isothiazol-3-ylmethyl)-2,4-dioxo-1,4-dihydro-2H-pyrido[3,2-d]pyrimidin-3-yl]-butyric acid tert-butyl ester). Run in FC(C(=O)O)(F)F (trifluoroacetic acid), ClCCl (dichloromethane). Yields the product CC1=CC(=CC2=C1C(=NS2)CN2C(N(C(C1=C2C=CC=N1)=O)[C@H](C(=O)O)CC)=O)C ((S)-2-[1-(4,6-Dimethyl-benzo[d]isothiazol-3-ylmethyl)-2,4-dioxo-1,4-dihydro-2H-pyrido[3,2-d]pyrimidin-3-yl]-butyric acid). The yield is 88.5%. Reaction SMILES: C([O:5][C:6](=[O:34])[C@@H:7]([N:10]1[C:15](=[O:16])[C:14]2[N:17]=[CH:18][CH:19]=[CH:20][C:13]=2[N:12]([CH2:21][C:22]2[C:26]3[C:27]([CH3:32])=[CH:28][C:29]([CH3:31])=[CH:30][C:25]=3[S:24][N:23]=2)[C:11]1=[O:33])[CH2:8][CH3:9])(C)(C)C>FC(F)(F)C(O)=O.ClCCl>[CH3:32][C:27]1[C:26]2[C:22]([CH2:21][N:12]3[C:13]4[CH:20]=[CH:19][CH:18]=[N:17][C:14]=4[C:15](=[O:16])[N:10]([C@@H:7]([CH2:8][CH3:9])[C:6]([OH:34])=[O:5])[C:11]3=[O:33])=[N:23][S:24][C:25]=2[CH:30]=[C:29]([CH3:31])[CH:28]=1. Procedure: A solution of 32 mg of (S)-2-[1-(4,6-dimethyl-benzo[d]isothiazol-3-ylmethyl)-2,4-dioxo-1,4-dihydro-2H-pyrido[3,2-d]pyrimidin-3-yl]-butyric acid tert-butyl ester in 20% trifluoroacetic acid in dichloromethane (1 mL) is stirred at room temperature for 45 min. The resulting mixture is concentrated to give 25 mg (89%) of (S)-2-[1-(4,6-Dimethyl-benzo[d]isothiazol-3-ylmethyl)-2,4-dioxo-1,4-dihydro-2H-pyrido[3,2-d]pyrimidin-3-yl]-butyric acid; LCMS (ESMS): m/z 426 (M+H+). Starting materials: NC1=NC=C(C(=O)OC)C=C1 (methyl 6-aminonicotinate), FC1=CC=C(CN2CC(OCC2)CN)C=C1 (4-(4-fluorobenzyl)morpholin-2-ylmethylamine). Product: C(C1=CC=CC=C1)N1CCC(CC1)NC1=NC=CC=C1C(=O)NC1=NC=C(C(=O)OC)C=C1 (Methyl 6-{[2-(1-benzylpiperidin-4-ylamino)pyridine-3-carbonyl]amino}nicotinate). Yield: 28.6%. As a reaction SMILES: [NH2:1][C:2]1[CH:11]=[CH:10][C:5]([C:6]([O:8][CH3:9])=[O:7])=[CH:4][N:3]=1.F[C:13]1[CH:27]=[CH:26][C:16]([CH2:17][N:18]2[CH2:23][CH2:22]O[CH:20]([CH2:24][NH2:25])[CH2:19]2)=[CH:15][CH:14]=1>>[CH2:17]([N:18]1[CH2:23][CH2:22][CH:24]([NH:25][C:4]2[C:5]([C:6]([NH:1][C:2]3[CH:11]=[CH:10][C:5]([C:6]([O:8][CH3:9])=[O:7])=[CH:4][N:3]=3)=[O:7])=[CH:10][CH:11]=[CH:2][N:3]=2)[CH2:20][CH2:19]1)[C:16]1[CH:26]=[CH:27][CH:13]=[CH:14][CH:15]=1. Procedure details: The title compound was prepared in the same manner as in Example 32, with the exception that methyl 6-aminonicotinate, instead of 4-(4-fluorobenzyl)morpholin-2-ylmethylamine, was used in the same molar amount (Total yield: 28.6%). 1H NMR (CDCl3) δ 8.92 (s, 1H), 8.63 (s, 1H), 8.35 (s, 1H), 8.29 (d, 1H), 8.18 (d, 1H), 7.78 (d, 1H), 7.35 (m, 5H), 6.53 (m, 1H), 4.13 (m, 1H), 3.97 (s, 3H), 3.56 (s, 2H), 2.86 (d, 2H), 2.28 (t, 2H), 2.09 (d, 2H), 1.65 (m, 2H) ppm. Reactants: CC(=O)[O-], CC(=O)[O-], CCOC(C)=O, CC(C)(C)[O-], Cc1ccccc1, FC(F)(F)Oc1ccc(Br)cc1, CC(C)(C)OC(=O)N1CCN(C2CCNCC2)CC1, [Na+], [Pd+2], c1ccc(P(c2ccccc2)c2ccc3ccccc3c2-c2c(P(c3ccccc3)c3ccccc3)ccc3ccccc23)cc1. Product: CC(C)(C)OC(=O)N1CCN(C2CCN(c3ccc(OC(F)(F)F)cc3)CC2)CC1. RXN SMILES: [C:91]([O-:92])(=[O:93])[CH3:94].[C:96]([O-:97])(=[O:98])[CH3:99].[CH3:100][CH2:101][O:102][C:103](=[O:104])[CH3:105].[CH3:78][C:79]([CH3:80])([O-:81])[CH3:82].[CH3:84][c:85]1[cH:86][cH:87][cH:88][cH:89][cH:90]1.[F:20][C:21]([O:22][c:23]1[cH:24][cH:25][c:26]([Br:29])[cH:27][cH:28]1)([F:30])[F:31].[NH:1]1[CH2:2][CH2:3][CH:4]([N:7]2[CH2:8][CH2:9][N:10]([C:13](=[O:14])[O:15][C:16]([CH3:17])([CH3:18])[CH3:19])[CH2:11][CH2:12]2)[CH2:5][CH2:6]1.[Na+:83].[Pd+2:95].[cH:32]1[cH:33][cH:34][c:35]([P:36]([c:37]2[cH:38][cH:39][c:40]3[c:41]([cH:42][cH:43][cH:44][cH:45]3)[c:46]2-[c:47]2[c:48]3[c:49]([cH:50][cH:51][cH:52][cH:53]3)[cH:54][cH:55][c:56]2[P:57]([c:58]2[cH:59][cH:60][cH:61][cH:62][cH:63]2)[c:64]2[cH:65][cH:66][cH:67][cH:68][cH:69]2)[c:70]2[cH:71][cH:72][cH:73][cH:74][cH:75]2)[cH:76][cH:77]1>>[N:1]1([c:26]2[cH:25][cH:24][c:23]([O:22][C:21]([F:20])([F:30])[F:31])[cH:28][cH:27]2)[CH2:2][CH2:3][CH:4]([N:7]2[CH2:8][CH2:9][N:10]([C:13](=[O:14])[O:15][C:16]([CH3:17])([CH3:18])[CH3:19])[CH2:11][CH2:12]2)[CH2:5][CH2:6]1. Reactants: [H-].[Na+] (NaH), CI (methyl iodide), C(C)(C)(C)OC(=O)NCC1=CC=C(C(=O)OC)C=C1 (methyl 4-[[(tert-butoxycarbonyl)amino]methyl]benzoate). Solvent: C1CCOC1 (THF). Conditions: time 8 hour. Yields the product CNCC1=CC=C(C(=O)OC)C=C1 (Methyl 4-[(methylamino)methyl]benzoate). Yield: 65.1%. Reaction SMILES: [H-].[Na+].CI.C(O[C:10]([NH:12][CH2:13][C:14]1[CH:23]=[CH:22][C:17]([C:18]([O:20][CH3:21])=[O:19])=[CH:16][CH:15]=1)=O)(C)(C)C>C1COCC1>[CH3:10][NH:12][CH2:13][C:14]1[CH:23]=[CH:22][C:17]([C:18]([O:20][CH3:21])=[O:19])=[CH:16][CH:15]=1 |f:0.1|. Procedure: 1.13 g of NaH at 60% in oil, and then 2.35 ml of methyl iodide are added to a solution of 5 g of methyl 4-[[(tert-butoxycarbonyl)amino]methyl]benzoate in 150 ml of THF and the mixture is left to stir at AT overnight. The reaction mixture is concentrated under vacuum, the residue is taken up with a water/ice mixture, the mixture is extracted with EtOAc, the organic phase is dried over Na2SO4, and the solvent is evaporated off under vacuum. The residue is taken up with 80 ml of 2N hydrochloric eth...